Dataset: the Open Reaction Database (ORD), a public repository of structured organic reaction records. Task: describe an organic reaction: reactants, conditions, products, and yield Reactants: COC(=O)C1CC(O)C(NC(=O)c2ccc(Cl)s2)C1, CO, [Na+], [OH-]. Yields the product O=C(NC1CC(C(=O)O)CC1O)c1ccc(Cl)s1. As a reaction SMILES: [CH3:1][O:2][C:3](=[O:4])[CH:5]1[CH2:6][CH:7]([NH:11][C:12](=[O:13])[c:14]2[s:15][c:16]([Cl:19])[cH:17][cH:18]2)[CH:8]([OH:10])[CH2:9]1.[CH3:22][OH:23].[Na+:21].[OH-:20]>>[O:2]=[C:3]([OH:4])[CH:5]1[CH2:6][CH:7]([NH:11][C:12](=[O:13])[c:14]2[s:15][c:16]([Cl:19])[cH:17][cH:18]2)[CH:8]([OH:10])[CH2:9]1. Run at time 7 hour. The reactants are C(C)(C)(C)OP(=O)(OC=1C2=C(C=3CNC(C3C1)=O)O[C@]13[C@](C2)([C@H](CC[C@H]1C(C(CC3)=O)(C)C)C)C)OC(C)(C)C ((6aR,7S,9aS,13aS)-5-(di-t-butoxyphosphinyloxy)-2,3,6,6a,7,8,9,9a,10,11,12,13-dodecahydro-6a,7,10,10-tetramethyl-3,11-dioxo-1H-benzo[8,8a][1]benzopyrano[2,3-e]isoindole), N1=CC=CC=C1 (pyridine), Cl.NO (hydroxylamine hydrochloride). Yield: 94.2%. Procedure details: To a solution of Compound (62) (375 mg, 0.67 mmol) in 10 ml of ethanol was added 1.08 ml (13.4 mmol) of pyridine and 70 mg (1.00 mmol) of hydroxylamine hydrochloride, and the mixture stirred for 7 hours at room temperature. The reaction mixture was concentrated under reduced pressure to a half volume, and ethyl acetate and water were added thereto. After neutralizing with 0.2N HCl, the mixture was extracted with ethyl acetate. The extract was washed with an aqueous saturated sodium hydrogen carb... RXN SMILES: [C:1]([O:5][P:6]([O:36][C:37]([CH3:40])([CH3:39])[CH3:38])([O:8][C:9]1[C:10]2[CH2:22][C@:21]3([CH3:35])[C@@H:23]([CH3:34])[CH2:24][CH2:25][C@H:26]4[C:27]([CH3:33])([CH3:32])[C:28](=O)[CH2:29][CH2:30][C@@:20]34[O:19][C:11]=2[C:12]2[CH2:13][NH:14][C:15](=[O:18])[C:16]=2[CH:17]=1)=[O:7])([CH3:4])([CH3:3])[CH3:2].N1C=CC=CC=1.Cl.[NH2:48][OH:49]>C(O)C>[C:37]([O:36][P:6]([O:5][C:1]([CH3:3])([CH3:4])[CH3:2])([O:8][C:9]1[C:10]2[CH2:22][C@:21]3([CH3:35])[C@@H:23]([CH3:34])[CH2:24][CH2:25][C@H:26]4[C:27]([CH3:33])([CH3:32])[C:28](=[N:48][OH:49])[CH2:29][CH2:30][C@@:20]34[O:19][C:11]=2[C:12]2[CH2:13][NH:14][C:15](=[O:18])[C:16]=2[CH:17]=1)=[O:7])([CH3:39])([CH3:40])[CH3:38] |f:2.3|. Run in C(C)O (ethanol). The product is C(C)(C)(C)OP(=O)(OC=1C2=C(C=3CNC(C3C1)=O)O[C@]13[C@](C2)([C@H](CC[C@H]1C(C(CC3)=NO)(C)C)C)C)OC(C)(C)C ((6aR,7S,9aS,13aS)-5-(di-t-butoxyphosphinyloxy)-2,3, 6, 6a,7,8,9,9a,10,11,12,13-dodecahydro-11-hydroxyimino-6a,7,10,10-tetramethyl-3-oxo-1H-benzo[8,8a][1]benzopyrano[2,3-e]isoindole). Reactants: C([O-])([O-])=O.[K+].[K+] (potassium carbonate), S1C=CC=2CNCCC21 (4,5,6,7-tetrahydrothieno[3,2-c]pyridine), Formula 4, ClC1=C(CCl)C=CC=C1 (o-chlorobenzyl chloride), C([O-])([O-])=O.[K+].[K+] (potassium carbonate), C([O-])([O-])=O.[Na+].[Na+] (sodium carbonate), C([O-])([O-])=O.[Li+].[Li+] (lithium carbonate). The solvent is O (water), ClCCl (dichloromethane), C(C)#N (acetonitrile), C1CCOC1 (THF), C1CCOC1 (THF). Yields the product C=1C=CC(=C(C1)CN2CCC3=C(C=CS3)C2)Cl (ticlopidine). RXN SMILES: [S:1]1[C:9]2[CH2:8][CH2:7][NH:6][CH2:5][C:4]=2[CH:3]=[CH:2]1.[Cl:10][C:11]1[CH:18]=[CH:17][CH:16]=[CH:15][C:12]=1[CH2:13]Cl.C(=O)([O-])[O-].[K+].[K+].C(=O)([O-])[O-].[Na+].[Na+].C(=O)([O-])[O-].[Li+].[Li+]>O.C1COCC1.C(#N)C.ClCCl>[CH:16]1[CH:17]=[CH:18][C:11]([Cl:10])=[C:12]([CH2:13][N:6]2[CH2:5][C:4]3[CH:3]=[CH:2][S:1][C:9]=3[CH2:8][CH2:7]2)[CH:15]=1 |f:2.3.4,5.6.7,8.9.10|. Procedure details: In a preferred alkylation procedure, 4,5,6,7-tetrahydrothieno[3,2-c]pyridine in a solvent (e.g., a polar solvent, such as THF, dichloromethane or acetonitrile; preferably 5-15% wet THF) and a compound of Formula 4 (preferably o-chlorobenzyl chloride) are added to a molar excess of a base (e.g., potassium carbonate, sodium carbonate, or lithium carbonate; preferably potassium carbonate) that has been wetted with water (about 5 to 15%, preferably about 10% of the volume charge) and the reaction mi... Starting materials: ice water, OC1=C(C=2C=CC=NC2C=C1)C(=O)OC (methyl 6-hydroxyquinolin-5-carboxylate), COC1=CC(=NC(=C1)OC)S(=O)(=O)C (4,6-dimethoxy-2-methylsulfonylpyridine), C([O-])([O-])=O.[K+].[K+] (potassium carbonate), CN(C=O)C (N,N-dimethylformamide). The product is COC1=NC(=NC(=C1)OC)OC1=C(C=2C=CC=NC2C=C1)C(=O)OC (Methyl 6-[(4,6-Dimethoxypyrimidin-2-yl)oxy]quinolin-5-carboxylate). Yield: 89.0%. As a reaction SMILES: [OH:1][C:2]1[CH:11]=[CH:10][C:9]2[N:8]=[CH:7][CH:6]=[CH:5][C:4]=2[C:3]=1[C:12]([O:14][CH3:15])=[O:13].[CH3:16][O:17][C:18]1[CH:23]=[C:22]([O:24][CH3:25])[N:21]=[C:20](S(C)(=O)=O)C=1.C(=O)([O-])[O-].[K+].[K+].C[N:37](C)C=O>>[CH3:16][O:17][C:18]1[CH:23]=[C:22]([O:24][CH3:25])[N:21]=[C:20]([O:1][C:2]2[CH:11]=[CH:10][C:9]3[N:8]=[CH:7][CH:6]=[CH:5][C:4]=3[C:3]=2[C:12]([O:14][CH3:15])=[O:13])[N:37]=1 |f:2.3.4|. Procedure: 0.8 g of methyl 6-hydroxyquinolin-5-carboxylate, 0.96 g of 4,6-dimethoxy-2-methylsulfonylpyridine and 0.82 g of potassium carbonate were stirred in 30 ml of N,N-dimethylformamide at 80° C. for 3 hours. The mixture was returned to room temperature, then poured into ice water and extracted with ethyl acetate. The organic layer was washed with water and then dried over anhydrous magnesium sulfate. The residue obtained by concentration under reduced pressure, was crystallized from a solvent mixture ... The reactants are CC1=C(N=C(O1)C)C (trimethyloxazole), NCCCC1CCN(CC1)C=O (4[3-aminopropyl]-1-piperidinecarboxaldehyde). Run in C(C)(=O)O (acetic acid). Run at temperature 145 celsius. Yields the product CC=1N(C(=C(N1)C)C)CCCC1CCN(CC1)C=O (4-[3-(2,4,5,-trimethyl-1H-imidazol-1-yl)propyl]-1-piperidinecarboxaldehyde). Yield: 50.0%. As a reaction SMILES: [CH3:1][C:2]1O[C:5]([CH3:7])=[N:4][C:3]=1[CH3:8].[NH2:9][CH2:10][CH2:11][CH2:12][CH:13]1[CH2:18][CH2:17][N:16]([CH:19]=[O:20])[CH2:15][CH2:14]1>C(O)(=O)C>[CH3:7][C:5]1[N:9]([CH2:10][CH2:11][CH2:12][CH:13]2[CH2:14][CH2:15][N:16]([CH:19]=[O:20])[CH2:17][CH2:18]2)[C:2]([CH3:1])=[C:3]([CH3:8])[N:4]=1. Reported procedure: A mixture of trimethyloxazole (10.18 g, 0.091M), 4[3-aminopropyl]-1-piperidinecarboxaldehyde and acetic acid (0.16 g) were heated at 145° C. for 6 hrs. After the reaction, the excess of trimethyl oxazole was removed at reduced pressure and the residue was purified on silica gel column eluted with 4 to 10% of methanol by volume in CHCl3 to yield 4-[3-(2,4,5,-trimethyl-1H-imidazol-1-yl)propyl]-1-piperidinecarboxaldehyde as an oil (3.3 g, 50% yield).